This data is from the Open Reaction Database (ORD), a public repository of structured organic reaction records. The task is: describe an organic reaction: reactants, conditions, products, and yield Reactants: O=C(Cl)c1ccccc1, Cl, CC(N)C(=O)O, [Na+], [OH-], O. Product: CC(NC(=O)c1ccccc1)C(=O)O. RXN SMILES: [C:9]([c:10]1[cH:11][cH:12][cH:13][cH:14][cH:15]1)(=[O:16])[Cl:17].[ClH:18].[NH2:3][CH:4]([CH3:5])[C:6](=[O:7])[OH:8].[Na+:2].[OH-:1].[OH2:19]>>[NH:3]([CH:4]([CH3:5])[C:6](=[O:7])[OH:8])[C:9]([c:10]1[cH:11][cH:12][cH:13][cH:14][cH:15]1)=[O:16]. The reactants are hydroxy diester, O=C[C@H](O)[C@@H](O)[C@H](O)[C@H](O)CO (glucose), P(=O)([O-])([O-])[O-].[K+].[K+].[K+] (potassium phosphate), [Na+].[Cl-] (NaCl), O=C[C@H](O)[C@@H](O)[C@H](O)[C@H](O)CO (glucose), C(C)OC(C(C(C(C(=O)OCC)=O)=O)C)=O (2-methyl-3-ketoketoglutarate diethyl ester). The solvent is C(C)(=O)OCC (ethyl acetate), OCC(O)CO (glycerol), CS(=O)C (DMSO). Conditions: time 48 hour. The product is C(C)OC(C(C(CC(=O)OCC)=O)C)=O (2-methyl-3-ketoglutarate Diethyl Ester). RXN SMILES: P([O-])([O-])([O-])=O.[K+].[K+].[K+].[Na+].[Cl-].O=C[C@@H]([C@H]([C@@H]([C@@H](CO)O)O)O)O.[CH2:23]([O:25][C:26](=[O:38])[CH:27]([CH3:37])[C:28](=[O:36])[C:29](=O)[C:30]([O:32][CH2:33][CH3:34])=[O:31])[CH3:24]>C(OCC)(=O)C.OCC(CO)O.CS(C)=O>[CH2:23]([O:25][C:26](=[O:38])[CH:27]([CH3:37])[C:28](=[O:36])[CH2:29][C:30]([O:32][CH2:33][CH3:34])=[O:31])[CH3:24] |f:0.1.2.3,4.5|. Procedure: To 40 mL of 300 mM potassium phosphate buffer, pH=6.5, containing NaCl (100 mM), DMSO (3% v:v), glucose (200 mM), and glycerol (10% v:v), 40 mM of 2-methyl-3-ketoketoglutarate diethyl ester was added along with 100 mg of lyophilized KRED 1008 and 30 mg of glucose dehydrogenase. The reaction mixture was incubated for 48 hours at 37° C. Gas chromatographic analysis showed that the yield of hydroxy diester product was greater than 80%. The product was isolated by extraction of the reaction mixture ... The reactants are CC1=CC=C(C=C1)S(=O)(=O)OCC1OC2=C(C1)C=C(C=C2Br)F ((±)-(7-bromo-5-fluoro-2,3-dihydro-1-benzofuran-2-yl)methyl 4-methylbenzenesulfonate), Intermediate 37, FC(C1=C(C=CC=C1)B(O)O)(F)F (2-(trifluoromethyl)-phenyl boronic acid), C([O-])([O-])=O.[K+].[K+] (potassium carbonate). Reagents/catalysts: CC1=C([P](C2=C(C)C=CC=C2)([Pd]([P](C3=C(C)C=CC=C3)(C4=C(C)C=CC=C4)C(C=CC=C5)=C5C)(Cl)Cl)C6=C(C)C=CC=C6)C=CC=C1 (dichlorobis(tri-o-tolylphosphine)palladium(II)). Yields the product CC1=CC=C(C=C1)S(=O)(=O)OCC1OC2=C(C1)C=C(C=C2C2=C(C=CC=C2)C(F)(F)F)F ((±)-{5-fluoro-7-[2-(trifluoromethyl)phenyl]-2,3-dihydro-1-benzofuran-2-yl}methyl 4-methylbenzenesulfonate). Yield: 93.0%. As a reaction SMILES: [CH3:1][C:2]1[CH:7]=[CH:6][C:5]([S:8]([O:11][CH2:12][CH:13]2[CH2:17][C:16]3[CH:18]=[C:19]([F:23])[CH:20]=[C:21](Br)[C:15]=3[O:14]2)(=[O:10])=[O:9])=[CH:4][CH:3]=1.[F:24][C:25]([F:36])([F:35])[C:26]1[CH:31]=[CH:30][CH:29]=[CH:28][C:27]=1B(O)O.C(=O)([O-])[O-].[K+].[K+]>CC1C=CC=CC=1[P](C1C=CC=CC=1C)([Pd](Cl)(Cl)[P](C1=C(C)C=CC=C1)(C1C=CC=CC=1C)C1C=CC=CC=1C)C1C=CC=CC=1C>[CH3:1][C:2]1[CH:7]=[CH:6][C:5]([S:8]([O:11][CH2:12][CH:13]2[CH2:17][C:16]3[CH:18]=[C:19]([F:23])[CH:20]=[C:21]([C:27]4[CH:28]=[CH:29][CH:30]=[CH:31][C:26]=4[C:25]([F:36])([F:35])[F:24])[C:15]=3[O:14]2)(=[O:10])=[O:9])=[CH:4][CH:3]=1 |f:2.3.4,^1:49,60|. Reported procedure: Treatment of (±)-(7-bromo-5-fluoro-2,3-dihydro-1-benzofuran-2-yl)methyl 4-methylbenzenesulfonate (4.01 g, 10.0 mmol) with 2-(trifluoromethyl)-phenyl boronic acid (2.85 g, 15.0 mmol), dichlorobis(tri-o-tolylphosphine)palladium(II) (0.786 g, 1.00 mmol), and potassium carbonate (3.46 g, 25.00 mmol) generally according to the procedure described for Intermediate 37 provided 4.34 g (93%) of (±)-{5-fluoro-7-[2-(trifluoromethyl)phenyl]-2,3-dihydro-1-benzofuran-2-yl}methyl 4-methylbenzenesulfonate as a ... Starting materials: ON1N=NC2=C1C=CC=C2 (1-hydroxybenzotriazole), Cl.O[C@H](CN1N=C(C=C1)NC([C@H](CC(C)C)N1C(C=C(C1)OC1=C(C(=CC=C1)Cl)Cl)=O)=O)CO ((S)-2-[4-(2,3-dichloro-phenoxy)-2-oxo-2,5-dihydro-pyrrol-1-yl]-4-methyl-pentanoic acid [1-((R)-2,3-dihydroxy-propyl)-1H-pyrazol-3-yl]-amide hydrochloride), C(C1=CC=CC=C1)OC1=C(OC2=CC(N(C2)[C@H](C(=O)O)CC2CCCCC2)=O)C=CC=C1 ((S)-2-[4-(2-benzyloxy-phenoxy)-2-oxo-2,5-dihydro-pyrrol-1-yl]-3-cyclohexyl-propionic acid), Cl.CN(CCCN=C=NCC)C (1-(3-dimethylaminopropyl)-3-ethylcarbodiimide hydrochloride), C(C)(C)N(C(C)C)CC (N,N-diisopropylethylamine). Solvent: C(C)(=O)OCC (ethyl acetate), ClCCl (dichloromethane). Reaction conditions: temperature 23 celsius, time 15 minute. Yields the product C(C1=CC=CC=C1)OC1=C(OC2=CC(N(C2)[C@H](C(=O)NC2=NN(C=C2)CC(C)(C)O)CC2CCCCC2)=O)C=CC=C1 ((S)-2-[4-(2-benzyloxy-phenoxy)-2-oxo-2,5-dihydro-pyrrol-1-yl]-3-cyclohexyl-N-[1-(2-hydroxy-2-methyl-propyl)-1H-pyrazol-3-yl]-propionamide). Yield: 33.8%. Reaction SMILES: [CH2:1]([O:8]C1C=CC=CC=1OC1CN([C@@H](CC2CCCCC2)C(O)=O)C(=O)C=1)[C:2]1[CH:7]=[CH:6][CH:5]=[CH:4][CH:3]=1.Cl.CN(C)[CH2:36][CH2:37][CH2:38]N=C=NCC.[CH:45](N(CC)C(C)C)(C)C.ON1C2C=CC=CC=2N=N1.Cl.[OH:65][C@@H:66]([CH2:96]O)[CH2:67][N:68]1[CH:72]=[CH:71][C:70]([NH:73][C:74](=[O:95])[C@@H:75]([N:80]2[CH2:84][C:83]([O:85][C:86]3[CH:91]=[CH:90][CH:89]=[C:88](Cl)[C:87]=3Cl)=[CH:82][C:81]2=[O:94])[CH2:76][CH:77]([CH3:79])[CH3:78])=[N:69]1>ClCCl.C(OCC)(=O)C>[CH2:1]([O:8][C:87]1[CH:88]=[CH:89][CH:90]=[CH:91][C:86]=1[O:85][C:83]1[CH2:84][N:80]([C@@H:75]([CH2:76][CH:77]2[CH2:78][CH2:38][CH2:37][CH2:36][CH2:79]2)[C:74]([NH:73][C:70]2[CH:71]=[CH:72][N:68]([CH2:67][C:66]([OH:65])([CH3:45])[CH3:96])[N:69]=2)=[O:95])[C:81](=[O:94])[CH:82]=1)[C:2]1[CH:7]=[CH:6][CH:5]=[CH:4][CH:3]=1 |f:1.2,5.6|. Reported procedure: To a stirred solution of (S)-2-[4-(2-benzyloxy-phenoxy)-2-oxo-2,5-dihydro-pyrrol-1-yl]-3-cyclohexyl-propionic acid (150 mg, 0.3 mmol) in dichloromethane (10 mL) was gradually added 1-(3-dimethylaminopropyl)-3-ethylcarbodiimide hydrochloride (197 mg, 1.0 mmol) and N,N-diisopropylethylamine (220 mg, 1.7 mmol) at room temperature, under nitrogen. After 15 min, 1-hydroxybenzotriazole (158 mg, 1.0 mmol) and 1-(3-amino-pyrazol-1-yl)-2-methyl-propan-2-ol (prepared in U.S. Pat. Appl. US2008021032 Exampl... Starting materials: CC(=O)Nc1c(Cl)cc(O)cc1Cl, CN(C)C=O, FC(F)=C(F)C(F)(F)F, [K+], [OH-]. Product: CC(=O)Nc1c(Cl)cc(OC(F)(F)C(F)C(F)(F)F)cc1Cl. Reaction SMILES: [C:1]([CH3:2])(=[O:3])[NH:4][c:5]1[c:6]([Cl:13])[cH:7][c:8]([OH:12])[cH:9][c:10]1[Cl:11].[CH3:25][N:26]([CH3:27])[CH:28]=[O:29].[F:16][C:17]([C:18](=[C:19]([F:20])[F:21])[F:22])([F:23])[F:24].[K+:15].[OH-:14]>>[C:1]([CH3:2])(=[O:3])[NH:4][c:5]1[c:6]([Cl:13])[cH:7][c:8]([O:12][C:19]([CH:18]([C:17]([F:16])([F:23])[F:24])[F:22])([F:20])[F:21])[cH:9][c:10]1[Cl:11]. Starting materials: COC(=O)Cc1ccc(Cl)c2nc(C(C)C)c(Cc3ccc(-n4cccn4)cc3)c(C)c12, [Li+], C1CCOC1, [OH-]. The product is Cc1c(Cc2ccc(-n3cccn3)cc2)c(C(C)C)nc2c(Cl)ccc(CC(=O)O)c12. Reaction SMILES: [CH3:1][O:2][C:3]([CH2:4][c:5]1[c:6]2[c:7]([CH3:31])[c:8]([CH2:19][c:20]3[cH:21][cH:22][c:23](-[n:26]4[n:27][cH:28][cH:29][cH:30]4)[cH:24][cH:25]3)[c:9]([CH:16]([CH3:17])[CH3:18])[n:10][c:11]2[c:12]([Cl:15])[cH:13][cH:14]1)=[O:32].[Li+:33].[O:35]1[CH2:36][CH2:37][CH2:38][CH2:39]1.[OH-:34]>>[O:2]=[C:3]([CH2:4][c:5]1[c:6]2[c:7]([CH3:31])[c:8]([CH2:19][c:20]3[cH:21][cH:22][c:23](-[n:26]4[n:27][cH:28][cH:29][cH:30]4)[cH:24][cH:25]3)[c:9]([CH:16]([CH3:17])[CH3:18])[n:10][c:11]2[c:12]([Cl:15])[cH:13][cH:14]1)[OH:32].